From a dataset of the Open Reaction Database (ORD), a public repository of structured organic reaction records. describe an organic reaction: reactants, conditions, products, and yield Starting materials: ClCCCCCCC#CC(OCC)OCC (9-chloro-1,1-diethoxy-2-nonyne), O (water). The reagents and catalysts are C1(=CC=C(C=C1)S(=O)(=O)O)C (para-toluenesulfonic acid). Solvent: O1CCCC1 (tetrahydrofuran). Run at temperature 62.5 celsius. The product is ClCCCCCCC#CC=O (9-chloro-2-nonynal). Yield: 97.0%. Reaction SMILES: [Cl:1][CH2:2][CH2:3][CH2:4][CH2:5][CH2:6][CH2:7][C:8]#[C:9][CH:10](OCC)[O:11]CC.O>C1(C)C=CC(S(O)(=O)=O)=CC=1.O1CCCC1>[Cl:1][CH2:2][CH2:3][CH2:4][CH2:5][CH2:6][CH2:7][C:8]#[C:9][CH:10]=[O:11]. Procedure: In a reactor equipped with a stirrer, a cooling condenser, a dropping funnel and a thermometer were placed 9-chloro-1,1-diethoxy-2-nonyne (246.8 g:1.0 mol), para-toluenesulfonic acid (8.0 g:0.05 mol), water (170.0 g) and tetrahydrofuran (42.0 g), and stirred at a reaction mixture temperature of from 60 to 65° C. During stirring, the pressure in the reactor was reduced gradually to 26.7 KPa to distill off refluxing ethanol. After stirring for 5 hours, completion of the reaction was confirmed by g...